The task is: describe an organic reaction: reactants, conditions, products, and yield. This data is from the Open Reaction Database (ORD), a public repository of structured organic reaction records. The solvent is O1CCCC1 (tetrahydrofuran), O (water). Reported procedure: A mixture of 3-{2-[2-hydroxy-2-(4-hydroxy-3-hydroxymethyl-phenyl)-ethylamino]-2-methylpropyl}-benzoic acid methyl ester (preparation 139) (2.35 g, 6.32 mmol) and lithium hydroxide (303 mg, 12.64 mmol) in tetrahydrofuran (20 mL) and water (20 mL) was stirred at room temperature for 3 days. The reaction mixture was then concentrated in vacuo and the residue was diluted with water and acidified with 1M hydrochloric acid (12 mL). The mixture was stirred for 2 hours at room temperature and was then c... Reaction conditions: time 3 day. RXN SMILES: C[O:2][C:3](=[O:27])[C:4]1[CH:9]=[CH:8][CH:7]=[C:6]([CH2:10][C:11]([NH:14][CH2:15][CH:16]([OH:26])[C:17]2[CH:22]=[CH:21][C:20]([OH:23])=[C:19]([CH2:24][OH:25])[CH:18]=2)([CH3:13])[CH3:12])[CH:5]=1.[OH-].[Li+]>O1CCCC1.O>[OH:26][C@H:16]([C:17]1[CH:22]=[CH:21][C:20]([OH:23])=[C:19]([CH2:24][OH:25])[CH:18]=1)[CH2:15][NH:14][C:11]([CH3:13])([CH3:12])[CH2:10][C:6]1[CH:5]=[C:4]([CH:9]=[CH:8][CH:7]=1)[C:3]([OH:27])=[O:2] |f:1.2|. Product: O[C@@H](CNC(CC=1C=C(C(=O)O)C=CC1)(C)C)C1=CC(=C(C=C1)O)CO (3-[2-({(2R)-2-Hydroxy-2-[4-hydroxy-3-(hydroxymethyl)phenyl]ethyl}amino)-2-methylpropyl]benzoic acid). Reactants: COC(C1=CC(=CC=C1)CC(C)(C)NCC(C1=CC(=C(C=C1)O)CO)O)=O (3-{2-[2-hydroxy-2-(4-hydroxy-3-hydroxymethyl-phenyl)-ethylamino]-2-methylpropyl}-benzoic acid methyl ester), [OH-].[Li+] (lithium hydroxide). Starting materials: solution, [F-].C(CCC)[N+](CCCC)(CCCC)CCCC (tetrabutylammonium fluoride), CN(S(=O)(=O)N1C(=NC=C1C1(CC(C2=CC=CC=C12)C1=CC=CC=C1)O)[Si](C)(C)C(C)(C)C)C (2-(tert-butyidimethylsilanyl)-5-(2,3-dihydro-1-hydroxy-3-phenyl-1H-inden-1-yl)-1H-imidazole-1-sulfonic acid dimethylamide). Reaction SMILES: [F-].C([N+](CCCC)(CCCC)CCCC)CCC.[CH3:19][N:20]([CH3:52])[S:21]([N:24]1[C:28]([C:29]2([OH:44])[C:37]3[C:32](=[CH:33][CH:34]=[CH:35][CH:36]=3)[CH:31]([C:38]3[CH:43]=[CH:42][CH:41]=[CH:40][CH:39]=3)[CH2:30]2)=[CH:27][N:26]=[C:25]1[Si](C(C)(C)C)(C)C)(=[O:23])=[O:22]>O1CCCC1>[CH3:19][N:20]([CH3:52])[S:21]([N:24]1[C:28]([C:29]2([OH:44])[C:37]3[C:32](=[CH:33][CH:34]=[CH:35][CH:36]=3)[CH:31]([C:38]3[CH:43]=[CH:42][CH:41]=[CH:40][CH:39]=3)[CH2:30]2)=[CH:27][N:26]=[CH:25]1)(=[O:22])=[O:23] |f:0.1|. Run in O1CCCC1 (tetrahydrofuran), O1CCCC1 (tetrahydrofuran). The product is CN(S(=O)(=O)N1C=NC=C1C1(CC(C2=CC=CC=C12)C1=CC=CC=C1)O)C (5-(2,3-Dihydro-1-hydroxy-3-phenyl-1H-inden-1-yl)-1H-imidazole-1-sulfonic acid dimethylamide). Run at time 8 hour. Procedure: A 1.1 M solution of tetrabutylammonium fluoride in tetrahydrofuran (1.4 ml, 1.54 mmol) was added dropwise to the solution of 2-(tert-butyidimethylsilanyl)-5-(2,3-dihydro-1-hydroxy-3-phenyl-1H-inden-1-yl)-1H-imidazole-1-sulfonic acid dimethylamide (637 mg, 1.28 mmol) in tetrahydrofuran (13 ml). The reaction was stirred overnight at room temperature. The reaction was quenched with water and then extracted with ethyl acetate. The organic layer was washed with water and brine. The organic phase was ... Reactants: C(C)(=O)OC1=C(N2C(C(C2SC1)N)=O)C(=O)O (3-acetyloxy-7-amino-8-oxo-5-thia-1-azabicyclo[4.2.0]oct-2-ene-2-carboxylic acid), NC(C(=O)Cl)(CCCN)C(F)F (2,5-diamino-2-difluoromethylvaleric acid chloride), C(C)OC(C)=O (ethylacetate). The product is NC(C(=O)NC1C2SCC(=C(N2C1=O)C(=O)O)COC(C)=O)(CCCN)C(F)F (7-[[2,5-diamino-2-difluoromethylvaleryl]amino]-3-acetyloxymethyl-8-oxo-5-thia-1-azabicyclo[4.2.0]oct-2-ene-2-carboxylic acid). RXN SMILES: C(O[C:5]1[CH2:12][S:11][CH:10]2[N:7]([C:8](=[O:14])[CH:9]2[NH2:13])[C:6]=1[C:15]([OH:17])=[O:16])(=O)C.[NH2:18][C:19]([CH:27]([F:29])[F:28])([CH2:23][CH2:24][CH2:25][NH2:26])[C:20](Cl)=[O:21].[CH2:30]([O:32][C:33](=[O:35])[CH3:34])C>>[NH2:18][C:19]([CH:27]([F:29])[F:28])([CH2:23][CH2:24][CH2:25][NH2:26])[C:20]([NH:13][CH:9]1[C:8](=[O:14])[N:7]2[CH:10]1[S:11][CH2:12][C:5]([CH2:30][O:32][C:33](=[O:35])[CH3:34])=[C:6]2[C:15]([OH:17])=[O:16])=[O:21]. Reported procedure: A mixture of 1 g of 3-acetyloxy-7-amino-8-oxo-5-thia-1-azabicyclo[4.2.0]oct-2-ene-2-carboxylic acid and 1 g of 2,5-diamino-2-difluoromethylvaleric acid chloride wherein the free amino groups are protected with tert-butoxycarbonyl in 50 ml of ethylacetate is refluxed for 2 hours after which the solvent is removed leaving a residue which is treated with mild acid and chromatographed on silica gel using benzene-acetone as the eluant to give 7-[[2,5-diamino-2-difluoromethylvaleryl]amino]-3-acetyloxy... Starting materials: CC(C)(C)OC(=O)NC(CC1CCCCC1)C1CCC(=O)O1, CCCCCC, CC(C)NC(C)C, [Cl-], [Li]CCCC, [NH4+], O=C1CCCCC1, C1CCOC1. Product: CC(C)(C)OC(=O)NC(CC1CCCCC1)C1CC(C2(O)CCCCC2)C(=O)O1. As a reaction SMILES: [C:13]([CH3:14])([CH3:15])([CH3:16])[O:17][C:18](=[O:19])[NH:20][CH:21]([CH2:22][CH:23]1[CH2:24][CH2:25][CH2:26][CH2:27][CH2:28]1)[CH:29]1[CH2:30][CH2:31][C:32](=[O:34])[O:33]1.[CH3:49][CH2:50][CH2:51][CH2:52][CH2:53][CH3:54].[CH:6]([NH:7][CH:8]([CH3:9])[CH3:10])([CH3:11])[CH3:12].[Cl-:42].[Li:1][CH2:2][CH2:3][CH2:4][CH3:5].[NH4+:43].[O:35]=[C:36]1[CH2:37][CH2:38][CH2:39][CH2:40][CH2:41]1.[O:44]1[CH2:45][CH2:46][CH2:47][CH2:48]1>>[C:13]([CH3:14])([CH3:15])([CH3:16])[O:17][C:18](=[O:19])[NH:20][CH:21]([CH2:22][CH:23]1[CH2:24][CH2:25][CH2:26][CH2:27][CH2:28]1)[CH:29]1[CH2:30][CH:31]([C:36]2([OH:35])[CH2:37][CH2:38][CH2:39][CH2:40][CH2:41]2)[C:32](=[O:34])[O:33]1.